From a dataset of the Open Reaction Database (ORD), a public repository of structured organic reaction records. describe an organic reaction: reactants, conditions, products, and yield Reactants: CCOCC (ether), C(C)(=O)[O-].[Na+] (Sodium acetate), C=1C=C[NH+]=CC1.[O-][Cr](=O)(=O)Cl (PCC), crude product. Solvent: C(Cl)Cl (CH2Cl2). Run at time 2 hour. Product: COC(CCCCC=O)=O (6-oxo-hexanoic acid methyl ester). Isolated yield 60.0%. RXN SMILES: [C:1]([O-:4])(=O)C.[Na+].[CH:6]1[CH:7]=[CH:8][NH+]=[CH:10][CH:11]=1.[O-:12][Cr](Cl)(=O)=O.CC[O:19][CH2:20]C>C(Cl)Cl>[CH3:20][O:19][C:10](=[O:12])[CH2:11][CH2:6][CH2:7][CH2:8][CH:1]=[O:4] |f:0.1,2.3|. Procedure: The foregoing crude product was dissolved in CH2Cl2 (300 mL). Sodium acetate (2.6 g, 32 mmol) and PCC (32.7 g, 50 mmol) was added. After being stirred at room temperature for 2 h, ether (2000 mL) was added, the reaction mixture was filtered through Florisil, and the filtrate was concentrated. The residue was distilled at reduced pressure (80–84° C. at 0.2 mmHg) to give 6-oxo-hexanoic acid methyl ester (8.58 g, 60%) as a colorless oil: 1H NMR (300 MHz, CDCl3) δ 9.72 (1H, t, J=1.5 Hz), 3.62 (3H, s... Reactants: Cc1cc(O)ccc1B1OC(C)(C)C(C)(C)O1, CN(C)C=O, [H-], CC(C)I, [Na+]. Reaction SMILES: [CH3:1][c:2]1[cH:3][c:4]([OH:17])[cH:5][cH:6][c:7]1[B:8]1[O:9][C:10]([CH3:15])([CH3:16])[C:11]([CH3:13])([CH3:14])[O:12]1.[CH3:24][N:25]([CH3:26])[CH:27]=[O:28].[H-:18].[I:20][CH:21]([CH3:22])[CH3:23].[Na+:19]>>[CH3:1][c:2]1[cH:3][c:4]([O:17][CH:21]([CH3:22])[CH3:23])[cH:5][cH:6][c:7]1[B:8]1[O:9][C:10]([CH3:15])([CH3:16])[C:11]([CH3:13])([CH3:14])[O:12]1. Yields the product Cc1cc(OC(C)C)ccc1B1OC(C)(C)C(C)(C)O1.